From a dataset of the Open Reaction Database (ORD), a public repository of structured organic reaction records. describe an organic reaction: reactants, conditions, products, and yield Reactants: CC1=CC=C(C(=O)C2=CC=C(C=C2)C)C=C1 (4,4'-dimethylbenzophenone), COC1=CC=C(C(=O)C2=CC=C(C=C2)OC)C=C1 (4,4'-dimethoxybenzophenone). Yields the product CC1=CC=C(C=C1)C(C#C)(O)C1=CC=C(C=C1)C (1,1-bis(4-methylphenyl)-2-propyn-1-ol). RXN SMILES: [CH3:1][C:2]1[CH:16]=[CH:15][C:5]([C:6]([C:8]2[CH:13]=[CH:12][C:11]([CH3:14])=[CH:10][CH:9]=2)=[O:7])=[CH:4][CH:3]=1.CO[C:19]1C=CC(C(C2C=CC(OC)=CC=2)=O)=C[CH:20]=1>>[CH3:1][C:2]1[CH:3]=[CH:4][C:5]([C:6]([C:8]2[CH:13]=[CH:12][C:11]([CH3:14])=[CH:10][CH:9]=2)([OH:7])[C:19]#[CH:20])=[CH:15][CH:16]=1. Procedure details: The procedure of Step 1 of Example 1 was followed except that 4,4'-dimethylbenzophenone was used n place of 4,4'-dimethoxybenzophenone to produce 1,1-bis(4-methylphenyl)-2-propyn-1-ol. Product: C(C)(=O)OC(C1CCC=2N(C3=CC=CC=C3C2)C1=O)C=1N=CN(C1C)C(C1=CC=CC=C1)(C1=CC=CC=C1)C1=CC=CC=C1 (7-[(acetoxy)(5-methyl-1-trityl-1H-imidazol-4-yl)methyl]-8,9-dihydropyrido[1,2-a]indol-6(7H)-one). RXN SMILES: [C:1](OC(=O)C)(=[O:3])[CH3:2].[OH:8][CH:9]([C:24]1[N:25]=[CH:26][N:27]([C:30]([C:43]2[CH:48]=[CH:47][CH:46]=[CH:45][CH:44]=2)([C:37]2[CH:42]=[CH:41][CH:40]=[CH:39][CH:38]=2)[C:31]2[CH:36]=[CH:35][CH:34]=[CH:33][CH:32]=2)[C:28]=1[CH3:29])[CH:10]1[C:22](=[O:23])[N:14]2[C:15]3[C:20]([CH:21]=[C:13]2[CH2:12][CH2:11]1)=[CH:19][CH:18]=[CH:17][CH:16]=3.C(=O)([O-])O.[Na+]>N1C=CC=CC=1.C(Cl)(Cl)Cl>[C:1]([O:8][CH:9]([C:24]1[N:25]=[CH:26][N:27]([C:30]([C:31]2[CH:32]=[CH:33][CH:34]=[CH:35][CH:36]=2)([C:37]2[CH:38]=[CH:39][CH:40]=[CH:41][CH:42]=2)[C:43]2[CH:44]=[CH:45][CH:46]=[CH:47][CH:48]=2)[C:28]=1[CH3:29])[CH:10]1[C:22](=[O:23])[N:14]2[C:15]3[C:20]([CH:21]=[C:13]2[CH2:12][CH2:11]1)=[CH:19][CH:18]=[CH:17][CH:16]=3)(=[O:3])[CH3:2] |f:2.3|. Starting materials: C(C)(=O)OC(C)=O (Acetic anhydride), OC(C1CCC=2N(C3=CC=CC=C3C2)C1=O)C=1N=CN(C1C)C(C1=CC=CC=C1)(C1=CC=CC=C1)C1=CC=CC=C1 (8,9-dihydro-7-[(hydroxy)(5-methyl-1-trityl-1H-imidazol-4-yl)methyl]pyrido[1,2-a]indol-6(7H)-one), C(O)([O-])=O.[Na+] (sodium hydrogencarbonate). Procedure: Acetic anhydride (1.26 g) was added to a solution of 8,9-dihydro-7-[(hydroxy)(5-methyl-1-trityl-1H-imidazol-4-yl)methyl]pyrido[1,2-a]indol-6(7H)-one (1.34 g, a mixture of the isomers A and B) in pyridine (20 ml). After being stirred at 60° C. for 2 hours, the solution was evaporated in vacuo. The residue obtained was diluted with chloroform and neutralized with an aqueous sodium hydrogencarbonate solution. The separated organic layer was dried over anhydrous magnesium sulfate and evaporated in v... Run in N1=CC=CC=C1 (pyridine), C(Cl)(Cl)Cl (chloroform). Run at temperature 60 celsius, time 2 hour. Reactants: FC(C=1C=C(C(C2=CC=C(C=C2)OCC2=CC=CC=C2)(O)CC)C=CC1)(F)F (3-trifluoromethyl-4'-benzyloxy-α-ethyl-benzhydrol), [H][H] (hydrogen). Reagents/catalysts: [Pd] (palladium-on-charcoal). Run in CO (methanol). Product: FC(C=1C=C(C(C2=CC=C(C=C2)O)(O)CC)C=CC1)(F)F (3-Trifluoromethyl-4'-hydroxy-α-ethyl-benzhydrol). Reaction SMILES: [F:1][C:2]([F:28])([F:27])[C:3]1[CH:4]=[C:5]([CH:24]=[CH:25][CH:26]=1)[C:6]([CH2:22][CH3:23])([OH:21])[C:7]1[CH:12]=[CH:11][C:10]([O:13]CC2C=CC=CC=2)=[CH:9][CH:8]=1.[H][H]>[Pd].CO>[F:1][C:2]([F:27])([F:28])[C:3]1[CH:4]=[C:5]([CH:24]=[CH:25][CH:26]=1)[C:6]([CH2:22][CH3:23])([OH:21])[C:7]1[CH:8]=[CH:9][C:10]([OH:13])=[CH:11][CH:12]=1. Procedure details: 54.1 g. of 3-trifluoromethyl-4'-benzyloxy-α-ethyl-benzhydrol in 541 ml. of methanol are hydrogenated under atmospheric pressure, in the presence of 27.1 g. of a 10% palladium-on-charcoal catalyst. When the uptake of the calculated amount of hydrogen is complete, the catalyst is filtered off, and the solvent is distilled off under reduced pressure. The crude product is decoloured with charcoal in ethyl acetate, and recrystallized from a mixture of ethyl acetate and n-hexane. 30.8 g. of the named ... The reactants are FC1=CC=C(C=C1)C1=C(N(N=N1)C)COC1=NC=C(C(=O)O)C=C1 (6-[5-(4-fluoro-phenyl)-3-methyl-3H-[1,2,3]triazol-4-ylmethoxy]-nicotinic acid), NN1CCOCC1 (N-aminomorpholine). Product: FC1=CC=C(C=C1)C1=C(N(N=N1)C)COC1=NC=C(C(=O)NN2CCOCC2)C=C1 (6-[5-(4-Fluoro-phenyl)-3-methyl-3H-[1,2,3]triazol-4-ylmethoxy]-N-morpholin-4-yl-nicotinamide). Isolated yield 76.0%. RXN SMILES: [F:1][C:2]1[CH:7]=[CH:6][C:5]([C:8]2[N:12]=[N:11][N:10]([CH3:13])[C:9]=2[CH2:14][O:15][C:16]2[CH:24]=[CH:23][C:19]([C:20]([OH:22])=O)=[CH:18][N:17]=2)=[CH:4][CH:3]=1.[NH2:25][N:26]1[CH2:31][CH2:30][O:29][CH2:28][CH2:27]1>>[F:1][C:2]1[CH:3]=[CH:4][C:5]([C:8]2[N:12]=[N:11][N:10]([CH3:13])[C:9]=2[CH2:14][O:15][C:16]2[CH:24]=[CH:23][C:19]([C:20]([NH:25][N:26]3[CH2:31][CH2:30][O:29][CH2:28][CH2:27]3)=[O:22])=[CH:18][N:17]=2)=[CH:6][CH:7]=1. Procedure details: As described for example 10b, 6-[5-(4-fluoro-phenyl)-3-methyl-3H-[1,2,3]triazol-4-ylmethoxy]-nicotinic acid (68 mg, 0.21 mmol) was converted, using N-aminomorpholine instead of 4-aminotetrahydropyran, to the title compound (65 mg, 76%) which was obtained as a white solid. MS: m/e=413.2 [M+H]+. Starting materials: O=C1N(C(CC1)=O)OC(C1=CC=C(C=C1)OC(N(C1=CC=CC=C1)C)=O)=O (4-(methyl-phenyl-carbamoyloxy)-benzoic acid 2,5-dioxo-pyrrolidin-1-yl ester), NCC1=NC=CC=C1 (2-aminomethylpyridine). Yields the product N1=C(C=CC=C1)CNC(=O)C1=CC=C(C=C1)OC(N(C1=CC=CC=C1)C)=O (Methyl-phenyl-carbamic acid 4-[(pyridin-2-ylmethyl)-carbamoyl]-phenyl ester). Reaction SMILES: O=C1CCC(=O)N1O[C:9](=[O:27])[C:10]1[CH:15]=[CH:14][C:13]([O:16][C:17](=[O:26])[N:18]([CH3:25])[C:19]2[CH:24]=[CH:23][CH:22]=[CH:21][CH:20]=2)=[CH:12][CH:11]=1.[NH2:28][CH2:29][C:30]1[CH:35]=[CH:34][CH:33]=[CH:32][N:31]=1>>[N:31]1[CH:32]=[CH:33][CH:34]=[CH:35][C:30]=1[CH2:29][NH:28][C:9]([C:10]1[CH:11]=[CH:12][C:13]([O:16][C:17](=[O:26])[N:18]([CH3:25])[C:19]2[CH:20]=[CH:21][CH:22]=[CH:23][CH:24]=2)=[CH:14][CH:15]=1)=[O:27]. Reported procedure: The title product was prepared from 4-(methyl-phenyl-carbamoyloxy)-benzoic acid 2,5-dioxo-pyrrolidin-1-yl ester and 2-aminomethylpyridine. The crude product was used without further purification (57%, oil). HPLC-MS: m/z=362.2 (M+1); Rt: 2.43 min. RXN SMILES: [Cl:1][C:2]1[CH:3]=[C:4]2[C:8](=[CH:9][CH:10]=1)[NH:7][CH:6]=[CH:5]2.O=[C:12]1[CH2:17][CH2:16][N:15]([C:18]([O:20][C:21]([CH3:24])([CH3:23])[CH3:22])=[O:19])[CH2:14][CH2:13]1.[OH-].[K+]>CO>[Cl:1][C:2]1[CH:3]=[C:4]2[C:8](=[CH:9][CH:10]=1)[NH:7][CH:6]=[C:5]2[C:12]1[CH2:17][CH2:16][N:15]([C:18]([O:20][C:21]([CH3:24])([CH3:23])[CH3:22])=[O:19])[CH2:14][CH:13]=1 |f:2.3|. Reactants: ice water, ClC=1C=C2C=CNC2=CC1 (5-chloro-1H-indole), O=C1CCN(CC1)C(=O)OC(C)(C)C (tert-butyl 4-oxopiperidine-1-carboxylate), [OH-].[K+] (potassium hydroxide). Product: ClC=1C=C2C(=CNC2=CC1)C1=CCN(CC1)C(=O)OC(C)(C)C (tert-butyl 4-(5-chloro-1H-indol-3-yl)-5,6-dihydropyridine-1(2H)-carboxylate). Procedure: 5-chloro-1H-indole (2.15 g; 13.90 mmol), tert-butyl 4-oxopiperidine-1-carboxylate (3.08 g; 15.29 mmol) and potassium hydroxide (3.67 g; 55.6 mmol) were added in MeOH (50 mL) and heated to reflux for 24 hours. The reaction mixture was cooled to room temperature and poured into ice water (70 mL). The reaction mixture was extracted with dichloromethane. The combined organic extracts were dried over magnesium sulphate and concentrated to give 4.52 g (98%) of tert-butyl 4-(5-chloro-1H-indol-3-yl)-5,6... Run in CO (MeOH). Yield: 97.7%. Reactants: FC1=CC=C(C=C1)C(=O)C1=NC2=CC=CC=C2C(=N1)NC1=NNC(=C1)C ((4-fluorophenyl)(4-(5-methyl-1H-pyrazol-3-ylamino)quinazolin-2-yl)methanone), [BH4-].[Na+] (NaBH4). The solvent is CO.C1CCOC1 (MeOH THF). Run at temperature 0 celsius, time 1.5 hour. Product: FC1=CC=C(C=C1)C(O)C1=NC2=CC=CC=C2C(=N1)NC1=NNC(=C1)C ((4-fluorophenyl)(4-(5-methyl-1H-pyrazol-3-ylamino)quinazolin-2-yl)methanol). The yield is 30.0%. Reaction SMILES: [F:1][C:2]1[CH:7]=[CH:6][C:5]([C:8]([C:10]2[N:19]=[C:18]([NH:20][C:21]3[CH:25]=[C:24]([CH3:26])[NH:23][N:22]=3)[C:17]3[C:12](=[CH:13][CH:14]=[CH:15][CH:16]=3)[N:11]=2)=[O:9])=[CH:4][CH:3]=1.[BH4-].[Na+]>CO.C1COCC1>[F:1][C:2]1[CH:7]=[CH:6][C:5]([CH:8]([C:10]2[N:19]=[C:18]([NH:20][C:21]3[CH:25]=[C:24]([CH3:26])[NH:23][N:22]=3)[C:17]3[C:12](=[CH:13][CH:14]=[CH:15][CH:16]=3)[N:11]=2)[OH:9])=[CH:4][CH:3]=1 |f:1.2,3.4|. Procedure: To a solution of 4-fluorophenyl)(4-(5-methyl-1H-pyrazol-3-ylamino)quinazolin-2-yl)methanone from Example 3 (60 mg, 0.172 mmol) in 1:1 MeOH/THF (10 mL) at 0° C., was added NaBH4 (64 mg, 1.69 mmol). The reaction mixture was stirred at 0° C. for 1.5 h. The reaction mixture was quenched by adding a few drops of acetone and concentrated to dryness. The crude solid was purified on HPLC to afford (4-fluorophenyl)(4-(5-methyl-1H-pyrazol-3-ylamino)quinazolin-2-yl)methanol (18 mg, 30%); 1H NMR (300 MHz, D... Reactants: C(C=1C(O)=CC=CC1)(=O)OC (methyl salicylate), C([O-])([O-])=O.[K+].[K+] (potassium carbonate), C(C(C)C)I (isobutyl iodide), Cl (hydrochloric acid). The solvent is O (water), C(C)(=O)OCC (ethyl acetate), CN(C=O)C (N,N-dimethylformamide). Yields the product C(C(C)C)OC1=C(C(=O)OC)C=CC=C1 (methyl 2-isobutoxybenzoate). Reaction SMILES: [C:1]([O:10][CH3:11])(=[O:9])[C:2]1[C:3](=[CH:5][CH:6]=[CH:7][CH:8]=1)[OH:4].C(=O)([O-])[O-].[K+].[K+].[CH2:18](I)[CH:19]([CH3:21])[CH3:20].Cl>CN(C)C=O.O.C(OCC)(=O)C>[CH2:18]([O:4][C:3]1[CH:5]=[CH:6][CH:7]=[CH:8][C:2]=1[C:1]([O:10][CH3:11])=[O:9])[CH:19]([CH3:21])[CH3:20] |f:1.2.3|. Procedure: In 100 ml of N,N-dimethylformamide are dissolved 10.0 g of methyl salicylate, 18.1 g of potassium carbonate and 11.3 ml of isobutyl iodide. The solution is heated under reflux for 1.5 hours with stirring. The reaction mixture is added to a mixture of ethyl acetate and water, pH is adjusted to 2.0 with 6 mol/L hydrochloric acid, and the organic layer is separated. The organic layer thus obtained is washed with water and saturated aqueous solution of sodium chloride successively and dried over anh... Starting materials: C1(=CC=CC=C1)C1=CC(NC(=N1)C1=CC=C(C=C1)C(F)(F)F)=O (6-phenyl-2-(4-trifluoromethylphenyl)-4-(3H)-pyrimidinone), P(=O)(Cl)(Cl)Cl (phosphorus oxychloride), [OH-].[Na+] (sodium hydroxide). Run in O (water). Conditions: temperature 80 celsius, time 3 hour. Product: ClC1=NC(=NC(=C1)C1=CC=CC=C1)C1=CC=C(C=C1)C(F)(F)F (4-chloro-6-phenyl-2-(4-trifluoromethylphenyl)pyrimidine). Isolated yield 89.8%. RXN SMILES: [C:1]1([C:7]2[N:12]=[C:11]([C:13]3[CH:18]=[CH:17][C:16]([C:19]([F:22])([F:21])[F:20])=[CH:15][CH:14]=3)[NH:10][C:9](=O)[CH:8]=2)[CH:6]=[CH:5][CH:4]=[CH:3][CH:2]=1.P(Cl)(Cl)([Cl:26])=O.[OH-].[Na+]>O>[Cl:26][C:9]1[CH:8]=[C:7]([C:1]2[CH:6]=[CH:5][CH:4]=[CH:3][CH:2]=2)[N:12]=[C:11]([C:13]2[CH:18]=[CH:17][C:16]([C:19]([F:22])([F:21])[F:20])=[CH:15][CH:14]=2)[N:10]=1 |f:2.3|. Reported procedure: A mixture of 6-phenyl-2-(4-trifluoromethylphenyl)-4-(3H)-pyrimidinone (10 g) and phosphorus oxychloride (7.3 g) was stirred at 80° C. for 3 hours. To the reaction mixture is added water, and the mixture is neutralized with an aqueous sodium hydroxide solution (1 mol/L). The precipitates are collected by filtration, washed with water, and recrystallized from isopropyl alcohol to give the desired compound (9.5 g). The reactants are ClC1=C(OCC(=O)OCC)C=CC(=C1)CCN[C@H]([C@@H](C1=CC=C(C=C1)O)O)C (ethyl 2-[2-chloro-4-[2-[[(1S,2R)-2-hydroxy-2-(4-hydroxyphenyl)-1-methylethyl]amino]ethyl]phenoxy]acetate), Cl (hydrogen chloride). Run in C(C)(=O)OCC (ethyl acetate), C(C)(=O)OCC (ethyl acetate). Reaction conditions: time 15 minute. Yields the product Cl.ClC1=C(OCC(=O)OCC)C=CC(=C1)CCN[C@H]([C@@H](C1=CC=C(C=C1)O)O)C (ethyl 2-[2-chloro-4-[2-[[(1S,2R)-2-hydroxy-2-(4-hydroxyphenyl)-1-methylethyl]amino]ethyl]phenoxy]acetate hydrochloride). Isolated yield 188.3%. As a reaction SMILES: [Cl:1][C:2]1[CH:14]=[C:13]([CH2:15][CH2:16][NH:17][C@@H:18]([CH3:28])[C@H:19]([OH:27])[C:20]2[CH:25]=[CH:24][C:23]([OH:26])=[CH:22][CH:21]=2)[CH:12]=[CH:11][C:3]=1[O:4][CH2:5][C:6]([O:8][CH2:9][CH3:10])=[O:7].Cl>C(OCC)(=O)C>[ClH:1].[Cl:1][C:2]1[CH:14]=[C:13]([CH2:15][CH2:16][NH:17][C@@H:18]([CH3:28])[C@H:19]([OH:27])[C:20]2[CH:21]=[CH:22][C:23]([OH:26])=[CH:24][CH:25]=2)[CH:12]=[CH:11][C:3]=1[O:4][CH2:5][C:6]([O:8][CH2:9][CH3:10])=[O:7] |f:3.4|. Procedure: To a stirred solution of ethyl 2-[2-chloro-4-[2-[[(1S,2R)-2-hydroxy-2-(4-hydroxyphenyl)-1-methylethyl]amino]ethyl]phenoxy]acetate (390 mg) in ethyl acetate (5 ml) was added 4N hydrogen chloride solution in ethyl acetate (500 μl) at room temperature, and the mixture was stirred for 15 minutes. After removal of the solvent under reduced pressure, diethyl ether was added to the residue. Collection of the resulting insoluble material by filtration gave ethyl 2-[2-chloro-4-[2-[[(1S,2R)-2-hydroxy-2-(4...